This data is from the Open Reaction Database (ORD), a public repository of structured organic reaction records. The task is: describe an organic reaction: reactants, conditions, products, and yield Reaction SMILES: [CH2:34]([OH:35])[CH2:36][CH2:37][CH3:38].[CH3:1][O:2][c:3]1[cH:4][cH:5][c:6]([NH2:7])[cH:8][cH:9]1.[I-:10].[Li+:11].[NH:12]([C:13](=[O:14])[CH3:15])[c:16]1[cH:17][cH:18][c:19]2[c:20]([CH2:27][c:28]3[cH:29][cH:30][n:31][cH:32][cH:33]3)[n:21][n:22][c:23]([Cl:26])[c:24]2[cH:25]1>>[CH3:1][O:2][c:3]1[cH:4][cH:5][c:6]([NH:7][c:23]2[n:22][n:21][c:20]([CH2:27][c:28]3[cH:29][cH:30][n:31][cH:32][cH:33]3)[c:19]3[cH:18][cH:17][c:16]([NH:12][C:13](=[O:14])[CH3:15])[cH:25][c:24]32)[cH:8][cH:9]1.[ClH:26]. The product is COc1ccc(Nc2nnc(Cc3ccncc3)c3ccc(NC(C)=O)cc23)cc1, Cl. Reactants: CCCCO, COc1ccc(N)cc1, [I-], [Li+], CC(=O)Nc1ccc2c(Cc3ccncc3)nnc(Cl)c2c1. The reactants are NC=1ON=C2N(C(N(C(C21)=O)C)=O)C (3-amino-5,7-dimethyl-isoxazolo[3,4-d]pyrimidine-4,6(5H,7H)-dione), C(CC)(=O)Cl (propionyl chloride). Run in N1=CC=CC=C1 (pyridine). Run at temperature 80 celsius, time 4 hour. The product is CN1C(N(C=2C(C1=O)=C(ON2)NC(CC)=O)C)=O (5,7-Dimethyl-3-propionylamino-isoxazolo[3,4-d]pyrimidine-4,6(5H,7H)-dione). Isolated yield 45.6%. As a reaction SMILES: [NH2:1][C:2]1[O:3][N:4]=[C:5]2[C:10]=1[C:9](=[O:11])[N:8]([CH3:12])[C:7](=[O:13])[N:6]2[CH3:14].[C:15](Cl)(=[O:18])[CH2:16][CH3:17]>N1C=CC=CC=1>[CH3:12][N:8]1[C:9](=[O:11])[C:10]2=[C:2]([NH:1][C:15](=[O:18])[CH2:16][CH3:17])[O:3][N:4]=[C:5]2[N:6]([CH3:14])[C:7]1=[O:13]. Reported procedure: 0.588 g of 3-amino-5,7-dimethyl-isoxazolo[3,4-d]pyrimidine-4,6(5H,7H)-dione was dissolved in 15 ml of pyridine under heating. Then, 1.5 g of propionyl chloride was added to the solution, and the mixture was stirred at 80° C. for 4 hours. The solvent was removed from the reaction solution under reduced pressure. To the residue was added water, which was subjected to extraction with chloroform. The chloroform layer was taken and dried over anhydrous sodium sulfate and evaporated to dryness. The re...